From a dataset of the Open Reaction Database (ORD), a public repository of structured organic reaction records. describe an organic reaction: reactants, conditions, products, and yield The solvent is C1(=CC=CC=C1)C (toluene). The reactants are S(=O)(Cl)Cl (Thionyl chloride), ClC1=NC(=CC(=C1)CO)OC (2-chloro-4-hydroxymethyl-6-methoxypyridine). Run at time 1 hour. Reaction SMILES: S(Cl)([Cl:3])=O.[Cl:5][C:6]1[CH:11]=[C:10]([CH2:12]O)[CH:9]=[C:8]([O:14][CH3:15])[N:7]=1>C1(C)C=CC=CC=1>[ClH:3].[Cl:5][C:6]1[CH:11]=[C:10]([CH2:12][Cl:3])[CH:9]=[C:8]([O:14][CH3:15])[N:7]=1 |f:3.4|. Procedure: Thionyl chloride (1.0 ml) was added to a solution of 2-chloro-4-hydroxymethyl-6-methoxypyridine (0.9 g, 5.2 mmol) in toluene (10 ml) and the mixture stirred at ambient temperature for 1 hour. The volatiles were removed by evaporation, the residue was azeotroped with toluene and dried under vacuum to give 2-chloro-4-chloromethyl-6-methoxypyridine hydrochloride (0.88 g, 74%). Yields the product Cl.ClC1=NC(=CC(=C1)CCl)OC (2-chloro-4-chloromethyl-6-methoxypyridine hydrochloride). Isolated yield 74.0%. Starting materials: ClCCCl, CO, CCN(C(C)C)C(C)C, Cl, CCC(N)C(=O)N1CCC(c2ccc(Cl)cc2)CC1, CN(C)C=O, O=C(O)c1ccccc1, On1nnc2ccccc21. Yields the product CCC(NC(=O)c1ccccc1)C(=O)N1CCC(c2ccc(Cl)cc2)CC1. As a reaction SMILES: [CH2:20]([Cl:21])[CH2:22][Cl:23].[CH3:58][OH:59].[CH:49]([N:50]([CH2:51][CH3:52])[CH:53]([CH3:54])[CH3:55])([CH3:56])[CH3:57].[ClH:24].[NH2:25][CH:26]([C:27](=[O:28])[N:29]1[CH2:30][CH2:31][CH:32]([c:35]2[cH:36][cH:37][c:38]([Cl:41])[cH:39][cH:40]2)[CH2:33][CH2:34]1)[CH2:42][CH3:43].[O:44]=[CH:45][N:46]([CH3:47])[CH3:48].[OH:11][C:12](=[O:13])[c:14]1[cH:15][cH:16][cH:17][cH:18][cH:19]1.[OH:1][n:2]1[c:3]2[c:4]([cH:5][cH:6][cH:7][cH:8]2)[n:9][n:10]1>>[C:12](=[O:13])([c:14]1[cH:15][cH:16][cH:17][cH:18][cH:19]1)[NH:25][CH:26]([C:27](=[O:28])[N:29]1[CH2:30][CH2:31][CH:32]([c:35]2[cH:36][cH:37][c:38]([Cl:41])[cH:39][cH:40]2)[CH2:33][CH2:34]1)[CH2:42][CH3:43]. Starting materials: resin, [OH-].[Na+] (sodium hydroxide), S(=O)(=O)(O)O.NO (hydroxylamine sulfate), C(C)OC(=S)S (ethyl xanthic acid), [K] (potassium), acid chloride, ClCC(C(=O)Cl)(C)C (3-chloro-2,2-dimethylpropionyl chloride). The solvent is O (water). The product is ClCC(C(=O)NO)(C)C (3-Chloro-N-hydroxyl-2,2-dimethylpropanamide). As a reaction SMILES: S(O)(O)(=O)=O.[NH2:6][OH:7].C(OC(S)=S)C.[K].[OH-].[Na+].[Cl:17][CH2:18][C:19]([CH3:24])([CH3:23])[C:20](Cl)=[O:21]>O>[Cl:17][CH2:18][C:19]([CH3:24])([CH3:23])[C:20]([NH:6][OH:7])=[O:21] |f:0.1,4.5,^1:13|. Reported procedure: A two liter resin kettle was equipped with two inlet tubes, a thermometer, stirring paddle, pH probes and a cooling jacket. A solution of hydroxylamine sulfate (264 g, 1.61 moles) and ethyl xanthic acid, potassium salt (0.5 g, 0.003 mole) in 700 ml of water was added to the kettle and the stirrer started. One of the inlet tubes was connected through a metering pump to a reservoir containing an aqueous 50% sodium hydroxide solution. The addition of base to the reaction mixture was regulated by an... Reactants: COC([C@H](CC1=C(C=C(C=C1)O)Cl)OCC)=O ((2S)-3-(2-chloro-4-hydroxy-phenyl)-2-ethoxy-propionic acid methyl ester), O=P(Cl)(Cl)Cl (POCl3), C([O-])([O-])=O.[Cs+].[Cs+] (cesium carbonate), ClCC=1N=C(OC1C)C1=C(C=CC=C1)OC (4-chloromethyl-2-(2-methoxy-phenyl)-5-methyl-oxazole), COC1=C(C=O)C=CC=C1 (2-methoxy-benzaldehyde), [I-].[K+] (potassium iodide). Yields the product COC([C@H](CC1=C(C=C(C=C1)OCC=1N=C(OC1C)C1=C(C=CC=C1)OC)Cl)OCC)=O ((S)-3-{2-chloro-4-[2-(2-methoxy-phenyl)-5-methyl-oxazol-4-ylmethoxy]-phenyl}-2-ethoxy-propionic acid methyl ester). Reaction SMILES: [CH3:1][O:2][C:3](=[O:17])[C@@H:4]([O:14][CH2:15][CH3:16])[CH2:5][C:6]1[CH:11]=[CH:10][C:9]([OH:12])=[CH:8][C:7]=1[Cl:13].Cl[CH2:19][C:20]1[N:21]=[C:22]([C:26]2[CH:31]=[CH:30][CH:29]=[CH:28][C:27]=2[O:32][CH3:33])[O:23][C:24]=1[CH3:25].COC1C=CC=CC=1C=O.O=P(Cl)(Cl)Cl.C(=O)([O-])[O-].[Cs+].[Cs+].[I-].[K+]>>[CH3:1][O:2][C:3](=[O:17])[C@@H:4]([O:14][CH2:15][CH3:16])[CH2:5][C:6]1[CH:11]=[CH:10][C:9]([O:12][CH2:19][C:20]2[N:21]=[C:22]([C:26]3[CH:31]=[CH:30][CH:29]=[CH:28][C:27]=3[O:32][CH3:33])[O:23][C:24]=2[CH3:25])=[CH:8][C:7]=1[Cl:13] |f:4.5.6,7.8|. Procedure: In analogy to the procedure described in example 1 f], (2S)-3-(2-chloro-4-hydroxy-phenyl)-2-ethoxy-propionic acid methyl ester (example 15 d]) was reacted with 4-chloromethyl-2-(2-methoxy-phenyl)-5-methyl-oxazole (prepared from 2-methoxy-benzaldehyde and diacetyl monoxyme followed by treatment with POCl3 in analogy to the procedures described in examples 5 a] and 2 b]) in the presence of cesium carbonate and potassium iodide to yield (S)-3-{2-chloro-4-[2-(2-methoxy-phenyl)-5-methyl-oxazol-4-ylme... Reactants: C(O)([O-])=O.[Na+] (sodium hydrogen carbonate), CO (methanol), O (water), CN1C(=NC(=C1SC1=CC(=CC(=C1)C)C)C(C#N)C)C (2-[1,2-dimethyl-5-(3,5-dimethylphenylthio)-1H-imidazol-4-yl]propiononitrile). The solvent is CO.C(C)OCC (methanol diethyl ether), Cl (hydrogen chloride). Reaction conditions: time 23 hour. The product is CN1C(=NC(=C1SC1=CC(=CC(=C1)C)C)C(C(=O)OC)C)C (methyl 2-[1,2-dimethyl-5-(3,5-dimethylphenylthio)-1H-imidazol-4-yl]propionate). As a reaction SMILES: [CH3:1][N:2]1[C:6]([S:7][C:8]2[CH:13]=[C:12]([CH3:14])[CH:11]=[C:10]([CH3:15])[CH:9]=2)=[C:5]([CH:16]([CH3:19])[C:17]#N)[N:4]=[C:3]1[CH3:20].C[OH:22].O.[C:24](=O)([O-])[OH:25].[Na+]>CO.C(OCC)C.Cl>[CH3:1][N:2]1[C:6]([S:7][C:8]2[CH:13]=[C:12]([CH3:14])[CH:11]=[C:10]([CH3:15])[CH:9]=2)=[C:5]([CH:16]([CH3:19])[C:17]([O:25][CH3:24])=[O:22])[N:4]=[C:3]1[CH3:20] |f:3.4,5.6|. Procedure: In 5 ml of methanol/diethyl ether (1/3 v/v %) saturated with hydrogen chloride was dissolved 60 mg (0.21 mmol) of 2-[1,2-dimethyl-5-(3,5-dimethylphenylthio)-1H-imidazol-4-yl]propiononitrile (43a), and the mixture was left at 4° C. for 23 hours. To the reaction mixture, 2 ml of methanol and 0.3 ml of water were added, and the mixture was stirred at room temperature for 4 hours. The reaction mixture was added to a saturated aqueous sodium hydrogen carbonate solution and extracted with methylene ch... The reactants are CC(C)(C)OC(=O)N1CCC(Nc2cccc3cncc(Br)c23)CC1, CS(C)=O, [Cs+], [F-]. Yields the product CC(C)(C)OC(=O)N1CCC(Nc2cccc3cncc(F)c23)CC1. As a reaction SMILES: [Br:1][c:2]1[cH:3][n:4][cH:5][c:6]2[cH:7][cH:8][cH:9][c:10]([NH:12][CH:13]3[CH2:14][CH2:15][N:16]([C:19](=[O:20])[O:21][C:22]([CH3:23])([CH3:24])[CH3:25])[CH2:17][CH2:18]3)[c:11]12.[CH3:28][S:29](=[O:30])[CH3:31].[Cs+:27].[F-:26]>>[c:2]1([F:26])[cH:3][n:4][cH:5][c:6]2[cH:7][cH:8][cH:9][c:10]([NH:12][CH:13]3[CH2:14][CH2:15][N:16]([C:19](=[O:20])[O:21][C:22]([CH3:23])([CH3:24])[CH3:25])[CH2:17][CH2:18]3)[c:11]12. Starting materials: ClC1=CC(=CC=C1)C(=O)OO (m-chloroperbenzoic acid), N1=CC=C(C=C1)C1=CC=C(C(=O)OC)C=C1 (Methyl 4-(4-pyridyl)benzoate), S(=O)([O-])[O-].[Na+].[Na+] (sodium sulfite). Solvent: ClCCl (dichloromethane). Run at time 1 hour. Product: COC(=O)C1=CC=C(C=C1)C1=CC=[N+](C=C1)[O-] (4-(4-Methoxycarbonylphenyl)pyridine N-oxide). The yield is 83.0%. Reaction SMILES: [N:1]1[CH:6]=[CH:5][C:4]([C:7]2[CH:16]=[CH:15][C:10]([C:11]([O:13][CH3:14])=[O:12])=[CH:9][CH:8]=2)=[CH:3][CH:2]=1.ClC1C=CC=C(C(OO)=[O:25])C=1.S([O-])([O-])=O.[Na+].[Na+]>ClCCl>[CH3:14][O:13][C:11]([C:10]1[CH:15]=[CH:16][C:7]([C:4]2[CH:5]=[CH:6][N+:1]([O-:25])=[CH:2][CH:3]=2)=[CH:8][CH:9]=1)=[O:12] |f:2.3.4|. Procedure details: Methyl 4-(4-pyridyl)benzoate (1.49 g) was dissolved in dichloromethane (30 ml), 70% m-chloroperbenzoic acid (3.46 g) was added, and the mixture was stirred at room temperature for 1 hour. An aqueous solution of sodium sulfite was added to conduct liquid separation. The resultant organic layer was washed with a saturated aqueous solution of sodium hydrogencarbonate and then dried over anhydrous sodium sulfate. The solvent was distilled off to obtain the title compound (1.33 g) as white powder.